From a dataset of the Open Reaction Database (ORD), a public repository of structured organic reaction records. describe an organic reaction: reactants, conditions, products, and yield Reactants: CCOc1ccccc1C(N)=O, CCN1CCNCC1, O=S(=O)(O)Cl, ClCCl, O, O=S(Cl)Cl. Product: CCOc1ccc(S(=O)(=O)N2CCN(CC)CC2)cc1C(N)=O. As a reaction SMILES: [CH2:1]([CH3:2])[O:3][c:4]1[c:5]([C:6](=[O:7])[NH2:8])[cH:9][cH:10][cH:11][cH:12]1.[CH2:22]([CH3:23])[N:24]1[CH2:25][CH2:26][NH:27][CH2:28][CH2:29]1.[Cl:13][S:14](=[O:15])(=[O:16])[OH:17].[Cl:30][CH2:31][Cl:32].[OH2:33].[S:18]([Cl:19])([Cl:20])=[O:21]>>[CH2:1]([CH3:2])[O:3][c:4]1[c:5]([C:6](=[O:7])[NH2:8])[cH:9][c:10]([S:14](=[O:15])(=[O:17])[N:27]2[CH2:26][CH2:25][N:24]([CH2:22][CH3:23])[CH2:29][CH2:28]2)[cH:11][cH:12]1. Starting materials: N([C@H](CC1=CN(C2=CC=CC=C12)C=O)C(=O)O)C(=O)OC(C)(C)C (Boc-D-Trp(CHO)-OH), CCN=C=NCCCN(C)C (WSC), CC=1C=CC(=CC1)S(=O)(=O)O (TsOH), N[C@@H](CC1=CC=CC=C1)C(=O)OCC1=CC=CC=C1 (H-Phe-OBzl), C=1C=CC2=C(C1)N=NN2O (HOBT). The solvent is C(Cl)Cl (methylene chloride), CN(C)C=O (DMF). Conditions: time 3 hour. Yields the product N([C@H](CC1=CN(C2=CC=CC=C12)C=O)C(=O)N[C@@H](CC1=CC=CC=C1)C(=O)OCC1=CC=CC=C1)C(=O)OC(C)(C)C (Boc-D-Trp(CHO)-Phe-OBzl). As a reaction SMILES: [NH:1]([C:18]([O:20][C:21]([CH3:24])([CH3:23])[CH3:22])=[O:19])[C@@H:2]([C:15](O)=[O:16])[CH2:3][C:4]1[C:12]2[C:7](=[CH:8][CH:9]=[CH:10][CH:11]=2)[N:6]([CH:13]=[O:14])[CH:5]=1.CC1C=CC(S(O)(=O)=O)=CC=1.[NH2:36][C@H:37]([C:45]([O:47][CH2:48][C:49]1[CH:54]=[CH:53][CH:52]=[CH:51][CH:50]=1)=[O:46])[CH2:38][C:39]1[CH:44]=[CH:43][CH:42]=[CH:41][CH:40]=1.C1C=CC2N(O)N=NC=2C=1.CCN=C=NCCCN(C)C>C(Cl)Cl.CN(C=O)C>[NH:1]([C:18]([O:20][C:21]([CH3:24])([CH3:23])[CH3:22])=[O:19])[C@@H:2]([C:15]([NH:36][C@H:37]([C:45]([O:47][CH2:48][C:49]1[CH:54]=[CH:53][CH:52]=[CH:51][CH:50]=1)=[O:46])[CH2:38][C:39]1[CH:44]=[CH:43][CH:42]=[CH:41][CH:40]=1)=[O:16])[CH2:3][C:4]1[C:12]2[C:7](=[CH:8][CH:9]=[CH:10][CH:11]=2)[N:6]([CH:13]=[O:14])[CH:5]=1. Procedure details: Boc-D-Trp(CHO)-OH (2.99 g), TsOH.H-Phe-OBzl (3.85 g, and HOBT (1.22 g) were dissolved in a mixed solvent of methylene chloride (60 ml) and DMF (15 ml). To this solution was added WSC (1.53 g) under ice cooling, and the reaction mixture was stirred for 3 hours at the same temperature. The reaction mixture was concentrated and extracted with ethyl acetate. The organic layer was washed successively with diluted sodium hydrogencarbonate solution (twice), water, 0.5N hydrochloric acid, and saturated ... Starting materials: CC(C)(C)OC(=O)NC(C(=O)O)c1ccc(O)cc1, O=S(=O)(OC(COCc1ccccc1)COCc1ccccc1)c1cc(Cl)ccc1Cl, CN(C)C=O, CCOC(C)=O, Cl, [H-], [Na+], O. The product is CC(C)(C)OC(=O)NC(C(=O)O)c1ccc(OC(COCc2ccccc2)COCc2ccccc2)cc1. Reaction SMILES: [C:1]([CH3:2])([CH3:3])([CH3:4])[O:5][C:6](=[O:7])[NH:8][CH:9]([C:10](=[O:11])[OH:12])[c:13]1[cH:14][cH:15][c:16]([OH:19])[cH:17][cH:18]1.[CH2:22]([c:23]1[cH:24][cH:25][cH:26][cH:27][cH:28]1)[O:29][CH2:30][CH:31]([CH2:32][O:33][CH2:34][c:35]1[cH:36][cH:37][cH:38][cH:39][cH:40]1)[O:41][S:42]([c:43]1[cH:44][c:45]([Cl:46])[cH:47][cH:48][c:49]1[Cl:50])(=[O:51])=[O:52].[CH3:54][N:55]([CH3:56])[CH:57]=[O:58].[CH3:59][CH2:60][O:61][C:62](=[O:63])[CH3:64].[ClH:53].[H-:20].[Na+:21].[OH2:65]>>[C:1]([CH3:2])([CH3:3])([CH3:4])[O:5][C:6](=[O:7])[NH:8][CH:9]([C:10](=[O:11])[OH:12])[c:13]1[cH:14][cH:15][c:16]([O:19][CH:31]([CH2:30][O:29][CH2:22][c:23]2[cH:24][cH:25][cH:26][cH:27][cH:28]2)[CH2:32][O:33][CH2:34][c:35]2[cH:36][cH:37][cH:38][cH:39][cH:40]2)[cH:17][cH:18]1. Starting materials: NC1=C(C=CC=C1C(C1=CC=CC=C1)O)CCO (2-amino-3-[hydroxy(phenyl)methyl]benzene ethanol), [O-][Si](=O)[O-].[Mg+2] (florisil). Reagents/catalysts: [O-2].[O-2].[Mn+4] (Manganese dioxide). Solvent: C1=CC=CC=C1 (benzene). The product is NC1=C(C=CC=C1CCO)C(=O)C1=CC=CC=C1 ([2-Amino-3-(2-hydroxyethyl)phenyl]phenylmethanone). Reaction SMILES: [NH2:1][C:2]1[C:7]([CH:8]([OH:15])[C:9]2[CH:14]=[CH:13][CH:12]=[CH:11][CH:10]=2)=[CH:6][CH:5]=[CH:4][C:3]=1[CH2:16][CH2:17][OH:18].[O-][Si]([O-])=O.[Mg+2]>C1C=CC=CC=1.[O-2].[O-2].[Mn+4]>[NH2:1][C:2]1[C:3]([CH2:16][CH2:17][OH:18])=[CH:4][CH:5]=[CH:6][C:7]=1[C:8]([C:9]1[CH:10]=[CH:11][CH:12]=[CH:13][CH:14]=1)=[O:15] |f:1.2,4.5.6|. Reported procedure: A suspension of 7.7 g of 2-amino-3-[hydroxy(phenyl)methyl]benzene ethanol in 250 ml of benzene was treated with 14 g of activated Manganese dioxide and refluxed for 5 hours using a Dean-Stark trap. The hot mixture obtained was then filtered through Celite and the filtrate stripped to yield a dark oil. The oily material was placed on a florisil column and eluted with a benzene-acetone mixture. The isolated product was recrystallized from ethanol-pet. ether (30:60) to give the titled compound as y... The reactants are CCCCCCCCCCCCCCCCN=C=O, CN(C)C=O, COC1C(OC(C(NCCCNC(=O)C(NC(=O)C(NC(=O)NC(C(=O)O)C(C)C)C2CCNC(=N)N2)C(O)C(C)C)C(=O)O)C2OC(n3ccc(=O)[nH]c3=O)C(O)C2O)OC(CN)C1O. The product is CCCCCCCCCCCCCCCCNC(=O)NCC1OC(OC(C(NCCCNC(=O)C(NC(=O)C(NC(=O)NC(C(=O)O)C(C)C)C2CCNC(=N)N2)C(O)C(C)C)C(=O)O)C2OC(n3ccc(=O)[nH]c3=O)C(O)C2O)C(OC)C1O. RXN SMILES: [CH2:67]([CH2:68][CH2:69][CH2:70][CH2:71][CH2:72][CH2:73][CH2:74][CH2:75][CH2:76][CH2:77][CH2:78][CH2:79][CH2:80][CH2:81][CH3:82])[N:83]=[C:84]=[O:85].[CH:86]([N:87]([CH3:88])[CH3:89])=[O:90].[NH2:1][CH2:2][CH:3]1[CH:4]([OH:66])[CH:5]([O:64][CH3:65])[CH:6]([O:8][CH:9]([CH:10]([NH:11][CH2:12][CH2:13][CH2:14][NH:15][C:16]([CH:17]([NH:18][C:19]([CH:20]([NH:21][C:22]([NH:23][CH:24]([C:25](=[O:26])[OH:27])[CH:28]([CH3:29])[CH3:30])=[O:31])[CH:32]2[NH:33][C:34](=[NH:38])[NH:35][CH2:36][CH2:37]2)=[O:39])[CH:40]([CH:41]([CH3:42])[CH3:43])[OH:44])=[O:45])[C:46](=[O:47])[OH:48])[CH:49]2[O:50][CH:51]([n:56]3[c:57](=[O:63])[nH:58][c:59](=[O:62])[cH:60][cH:61]3)[CH:52]([OH:55])[CH:53]2[OH:54])[O:7]1>>[NH:1]([CH2:2][CH:3]1[CH:4]([OH:66])[CH:5]([O:64][CH3:65])[CH:6]([O:8][CH:9]([CH:10]([NH:11][CH2:12][CH2:13][CH2:14][NH:15][C:16]([CH:17]([NH:18][C:19]([CH:20]([NH:21][C:22]([NH:23][CH:24]([C:25](=[O:26])[OH:27])[CH:28]([CH3:29])[CH3:30])=[O:31])[CH:32]2[NH:33][C:34](=[NH:38])[NH:35][CH2:36][CH2:37]2)=[O:39])[CH:40]([CH:41]([CH3:42])[CH3:43])[OH:44])=[O:45])[C:46](=[O:47])[OH:48])[CH:49]2[O:50][CH:51]([n:56]3[c:57](=[O:63])[nH:58][c:59](=[O:62])[cH:60][cH:61]3)[CH:52]([OH:55])[CH:53]2[OH:54])[O:7]1)[C:84]([NH:83][CH2:67][CH2:68][CH2:69][CH2:70][CH2:71][CH2:72][CH2:73][CH2:74][CH2:75][CH2:76][CH2:77][CH2:78][CH2:79][CH2:80][CH2:81][CH3:82])=[O:85]. Starting materials: Brc1cccs1, C1CCOC1, CC(C)[N-]C(C)C, Cl, Fc1ccc(CBr)cc1, [Li+]. Yields the product Fc1ccc(Cc2ccc(Br)s2)cc1. Reaction SMILES: [Br:9][c:10]1[s:11][cH:12][cH:13][cH:14]1.[CH2:25]1[O:26][CH2:27][CH2:28][CH2:29]1.[CH3:2][CH:3]([N-:4][CH:5]([CH3:6])[CH3:7])[CH3:8].[ClH:24].[F:15][c:16]1[cH:17][cH:18][c:19]([CH2:20][Br:21])[cH:22][cH:23]1.[Li+:1]>>[Br:9][c:10]1[s:11][c:12]([CH2:20][c:19]2[cH:18][cH:17][c:16]([F:15])[cH:23][cH:22]2)[cH:13][cH:14]1. The reactants are C(C)NCCC (ethylpropylamine), OC1=CC=C(C=C1)CC(=O)O (4-hydroxyphenyl acetic acid), CN1CCOCC1 (4-methylmorpholine), Cl (hydrochloric acid), C(C(C)C)OC(=O)Cl (Iso-Butylchloroformate). Solvent: O1CCCC1 (tetrahydrofuran), O1CCCC1 (tetrahydrofuran), O1CCCC1 (tetrahydrofuran), C(C)(=O)OCC (ethyl acetate). Run at temperature -50 celsius, time 2 hour. The product is C(CC)N(C(CC1=CC=C(C=C1)O)=O)CC (N-propyl-N-ethyl-4-hydroxyphenyl acetamide). Yield: 93.4%. As a reaction SMILES: [OH:1][C:2]1[CH:7]=[CH:6][C:5]([CH2:8][C:9]([OH:11])=O)=[CH:4][CH:3]=1.CN1CCOCC1.C(OC(Cl)=O)C(C)C.[CH2:27]([NH:29][CH2:30][CH2:31][CH3:32])[CH3:28].Cl>O1CCCC1.C(OCC)(=O)C>[CH2:30]([N:29]([CH2:27][CH3:28])[C:9](=[O:11])[CH2:8][C:5]1[CH:4]=[CH:3][C:2]([OH:1])=[CH:7][CH:6]=1)[CH2:31][CH3:32]. Procedure details: To a solution of 4-hydroxyphenyl acetic acid (88.43 g, 653 mmol) in 700 mL tetrahydrofuran at −50° C. was added a solution of 4-methylmorpholine (66.1 g, 653 mmol) in 30 mL tetrahydrofuran. Iso-Butylchloroformate (89.3 g, 653 mmol) was added to the mixture and the resulting solution was stirred at −50° C. for 2 hours. A solution of ethylpropylamine (57 g, 654 mmol) in 30 mL of tetrahydrofuran was added over 15 minutes. After 3 hours, the reaction mixture was poured into a 1:1 mixture of ethyl ac...